This data is from the Open Reaction Database (ORD), a public repository of structured organic reaction records. The task is: describe an organic reaction: reactants, conditions, products, and yield Starting materials: 324, ClC1=C(OC(CO)C)C=CC(=C1)Cl (2-(2,4-dichlorophenoxy)-1-propanol), CS(=O)(=O)Cl (methanesulfonyl chloride). Solvent: C(C)N(CC)CC (N,N-diethylethanamine). Reaction conditions: time 30 minute. The product is 300, CS(=O)(=O)OCC(C)OC1=C(C=C(C=C1)Cl)Cl (2-(2,4-dichlorophenoxy)-1-propanol methanesulfonate). Reaction SMILES: [Cl:1][C:2]1[CH:12]=[C:11]([Cl:13])[CH:10]=[CH:9][C:3]=1[O:4][CH:5]([CH3:8])[CH2:6][OH:7].[CH3:14][S:15](Cl)(=[O:17])=[O:16]>C(N(CC)CC)C>[CH3:14][S:15]([O:7][CH2:6][CH:5]([O:4][C:3]1[CH:9]=[CH:10][C:11]([Cl:13])=[CH:12][C:2]=1[Cl:1])[CH3:8])(=[O:17])=[O:16]. Reported procedure: To a stirred mixture of 324 parts of 2-(2,4-dichlorophenoxy)-1-propanol and 700 parts of N,N-diethylethanamine were added dropwise at room temperature 335 parts of methanesulfonyl chloride (exothermic reaction: the temperature roses to reflux temperature). While cooling in a water-bath, stirring was continued for 30 minutes at room temperature. The reaction mixture was poured onto water and the product was extracted with 2,2'-oxybispropane. The extract was dried, filtered and evaporated. The res... The reactants are CC1(C=2C=CC(=CC2C(CC1)(C)C)CC#CC1=CC=C(C(=O)Cl)C=C1)C (4-[3-(5,6,7,8-tetrahydro-5,5,8,8-tetramethyl-2-naphthyl)-1-propynyl]benzoyl chloride), C(C)N (ethylamine), C(C)[NH-] (ethyl amide). Yields the product C(C)NC(C1=CC=C(C=C1)C#CCC1=CC=2C(CCC(C2C=C1)(C)C)(C)C)=O (N-Ethyl-4-[3-(5,6,7,8-tetrahydro-5,5,8,8-tetramethyl-2-naphthyl)-1-propynyl]benzamide). RXN SMILES: [CH3:1][C:2]1([CH3:26])[CH2:11][CH2:10][C:9]([CH3:13])([CH3:12])[C:8]2[CH:7]=[C:6]([CH2:14][C:15]#[C:16][C:17]3[CH:25]=[CH:24][C:20]([C:21](Cl)=[O:22])=[CH:19][CH:18]=3)[CH:5]=[CH:4][C:3]1=2.[CH2:27]([NH2:29])[CH3:28].C([NH-])C>>[CH2:27]([NH:29][C:21](=[O:22])[C:20]1[CH:24]=[CH:25][C:17]([C:16]#[C:15][CH2:14][C:6]2[CH:5]=[CH:4][C:3]3[C:2]([CH3:1])([CH3:26])[CH2:11][CH2:10][C:9]([CH3:13])([CH3:12])[C:8]=3[CH:7]=2)=[CH:18][CH:19]=1)[CH3:28]. Procedure: In a similar manner to Example 17(b), by reaction of 3 g (8.3 mmol) of 4-[3-(5,6,7,8-tetrahydro-5,5,8,8-tetramethyl-2-naphthyl)-1-propynyl]benzoyl chloride with 650 μl (10 mmol) of ethylamine (70%), 1.84 g (59.4%) of the expected ethyl amide are obtained, with a melting point of 128-9° C. The reactants are [N+](=O)([O-])C1=C(C=CC(=C1)C1=CC(=NC=C1)C(F)(F)F)N (2-nitro-4-(2-trifluoromethyl-pyridin-4-yl)-phenylamine), O1CCC(CC1)/C=C/C(=O)O ((E)-3-(tetrahydro-pyran-4-yl)-acrylic acid). The product is [N+](=O)([O-])C1=C(C=CC(=C1)C1=CC(=NC=C1)C(F)(F)F)NC(\C=C\C1CCOCC1)=O ((E)-N-[2-Nitro-4-(2-trifluoromethyl-pyridin-4-yl)-phenyl]-3-(tetrahydro-pyran-4-yl)-acrylamide). Reaction SMILES: [N+:1]([C:4]1[CH:9]=[C:8]([C:10]2[CH:15]=[CH:14][N:13]=[C:12]([C:16]([F:19])([F:18])[F:17])[CH:11]=2)[CH:7]=[CH:6][C:5]=1[NH2:20])([O-:3])=[O:2].[O:21]1[CH2:26][CH2:25][CH:24](/[CH:27]=[CH:28]/[C:29](O)=[O:30])[CH2:23][CH2:22]1>>[N+:1]([C:4]1[CH:9]=[C:8]([C:10]2[CH:15]=[CH:14][N:13]=[C:12]([C:16]([F:19])([F:17])[F:18])[CH:11]=2)[CH:7]=[CH:6][C:5]=1[NH:20][C:29](=[O:30])/[CH:28]=[CH:27]/[CH:24]1[CH2:25][CH2:26][O:21][CH2:22][CH2:23]1)([O-:3])=[O:2]. Procedure: Following the procedure as described in Example 3, STEP B, the title compound was prepared from 2-nitro-4-(2-trifluoromethyl-pyridin-4-yl)-phenylamine (84.5 mg, 0.298 mmol, as prepared in the previous step) and (E)-3-(tetrahydro-pyran-4-yl)-acrylic acid (prepared as described in PCT Publication WO 2005/101989 (A2, A3), 60.5 mg, 0.388 mmol) and was obtained as a yellow solid. Reactants: [OH-].[Na+] (sodium hydroxide), O (water), CN(C1=CC=C(C=C1)CC(=O)OCC)CC1=C(C=CC=C1)C(=O)OCC (N-methyl-N(2-ethoxycarbonylbenzyl)-4-ethoxycarbonylmethylaniline). Run in C(C)O (ethanol). Product: CN(C1=CC=C(C=C1)CC(=O)O)CC1=C(C=CC=C1)C(=O)O (N-methyl-N-(2-carboxybenzyl)-4-carboxymethylaniline). Yield: 72.4%. Reaction SMILES: [CH3:1][N:2]([CH2:15][C:16]1[CH:21]=[CH:20][CH:19]=[CH:18][C:17]=1[C:22]([O:24]CC)=[O:23])[C:3]1[CH:8]=[CH:7][C:6]([CH2:9][C:10]([O:12]CC)=[O:11])=[CH:5][CH:4]=1.[OH-].[Na+].O>C(O)C>[CH3:1][N:2]([CH2:15][C:16]1[CH:21]=[CH:20][CH:19]=[CH:18][C:17]=1[C:22]([OH:24])=[O:23])[C:3]1[CH:4]=[CH:5][C:6]([CH2:9][C:10]([OH:12])=[O:11])=[CH:7][CH:8]=1 |f:1.2|. Reported procedure: The oily ester (20 g) so obtained was added to a solution of sodium hydroxide (25 g) in a mixed liquor of water (300 ml) and ethanol (100 ml). The mixture was heated under reflux for 2 hours. After most of ethanol was distilled off, the mixture was washed with ether. The aqueous layer was acidified by addition of acetic acid to the layer cooled with ice, and then extracted with ether. The organic layer was dried over anhydrous magnesium sulfate, and the solvent was distilled off. The residue was... Starting materials: COC(C1=C(C=CC(=C1)Br)N)=O (5-bromo-2-amino-benzoic acid methyl ester), C1(=CC=CC=C1)C (toluene), C([O-])([O-])=O.[Na+].[Na+] (sodium carbonate), C1(=CC=CC=C1)B(O)O (phenylboronic acid). The reagents and catalysts are C=1C=CC(=CC1)[P](C=2C=CC=CC2)(C=3C=CC=CC3)[Pd]([P](C=4C=CC=CC4)(C=5C=CC=CC5)C=6C=CC=CC6)([P](C=7C=CC=CC7)(C=8C=CC=CC8)C=9C=CC=CC9)[P](C=1C=CC=CC1)(C=1C=CC=CC1)C=1C=CC=CC1 (tetrakis(triphenylphosphine)palladium(0)). Run in CO (methanol), O (water). Product: COC(=O)C=1C=C(C=CC1N)C1=CC=CC=C1 (4-amino-biphenyl-3-carboxylic acid methyl ester). As a reaction SMILES: [CH3:1][O:2][C:3](=[O:12])[C:4]1[CH:9]=[C:8](Br)[CH:7]=[CH:6][C:5]=1[NH2:11].[C:13]1(C)[CH:18]=[CH:17][CH:16]=[CH:15][CH:14]=1.C(=O)([O-])[O-].[Na+].[Na+].C1(B(O)O)C=CC=CC=1>CO.O.C1C=CC([P]([Pd]([P](C2C=CC=CC=2)(C2C=CC=CC=2)C2C=CC=CC=2)([P](C2C=CC=CC=2)(C2C=CC=CC=2)C2C=CC=CC=2)[P](C2C=CC=CC=2)(C2C=CC=CC=2)C2C=CC=CC=2)(C2C=CC=CC=2)C2C=CC=CC=2)=CC=1>[CH3:1][O:2][C:3]([C:4]1[CH:9]=[C:8]([C:13]2[CH:18]=[CH:17][CH:16]=[CH:15][CH:14]=2)[CH:7]=[CH:6][C:5]=1[NH2:11])=[O:12] |f:2.3.4,^1:41,43,62,81|. Procedure: To a suspension of 5-bromo-2-amino-benzoic acid methyl ester (3.0 g, 13,04 mmol), tetrakis(triphenylphosphine)palladium(0) (0.5 g, 0.44 mmol), toluene (40 ml) and 2 N aqueous sodium carbonate (14.8 ml) was added a solution of phenylboronic acid (2.2 g, 17.73 mmol) in methanol (10 ml) at room temperature. The resulting reaction mixture was heated at reflux temperature for 4 h. cooled and diluted with water (50 ml). The insoluble matter was filtered off and the phases were separated. The aqueous p... The reactants are C(C)(C)(C)NS(=O)(=O)C=1C=NC(=CC1)Cl (N-tert-butyl-6-chloropyridine-3-sulfonamide), CI (methyl iodide), C(=O)([O-])[O-].[K+].[K+] (K2CO3). The solvent is CC(=O)C (acetone). Product: C(C)(C)(C)N(S(=O)(=O)C=1C=NC(=CC1)Cl)C (N-tert-butyl-6-chloro-N-methylpyridine-3-sulfonamide). Isolated yield 64.4%. Reaction SMILES: [C:1]([NH:5][S:6]([C:9]1[CH:10]=[N:11][C:12]([Cl:15])=[CH:13][CH:14]=1)(=[O:8])=[O:7])([CH3:4])([CH3:3])[CH3:2].CI.[C:18]([O-])([O-])=O.[K+].[K+]>CC(C)=O>[C:1]([N:5]([CH3:18])[S:6]([C:9]1[CH:10]=[N:11][C:12]([Cl:15])=[CH:13][CH:14]=1)(=[O:7])=[O:8])([CH3:4])([CH3:2])[CH3:3] |f:2.3.4|. Procedure: A mixture of 0.97 g (3.9 mmol) of N-tert-butyl-6-chloropyridine-3-sulfonamide, 2.43 mL (39 mmol) of methyl iodide and 5.4 g (39 mmol) of K2CO3 in 40 mL of acetone is refluxed for 12 hours. The reaction medium is filtered at room temperature, and the filtrate is concentrated under reduced pressure. The residue obtained is purified on silica gel, eluting with a cyclohexane/EtOAc gradient of from 0 to 20% EtOAc, to give 0.66 g of N-tert-butyl-6-chloro-N-methylpyridine-3-sulfonamide in the form of a...